This data is from the Open Reaction Database (ORD), a public repository of structured organic reaction records. The task is: describe an organic reaction: reactants, conditions, products, and yield Starting materials: C1COCCO1, Cl, CC(C)(C)OC(=O)N1CCC(COc2ccc(-c3ccc(S(C)(=O)=O)cc3)cc2F)CC1. The product is Cl, CS(=O)(=O)c1ccc(-c2ccc(OCC3CCNCC3)c(F)c2)cc1. As a reaction SMILES: [CH2:34]1[O:35][CH2:36][CH2:37][O:38][CH2:39]1.[ClH:33].[F:1][c:2]1[cH:3][c:4](-[c:23]2[cH:24][cH:25][c:26]([S:29](=[O:30])(=[O:31])[CH3:32])[cH:27][cH:28]2)[cH:5][cH:6][c:7]1[O:8][CH2:9][CH:10]1[CH2:11][CH2:12][N:13]([C:16]([O:17][C:18]([CH3:19])([CH3:20])[CH3:21])=[O:22])[CH2:14][CH2:15]1>>[ClH:33].[F:1][c:2]1[cH:3][c:4](-[c:23]2[cH:24][cH:25][c:26]([S:29](=[O:30])(=[O:31])[CH3:32])[cH:27][cH:28]2)[cH:5][cH:6][c:7]1[O:8][CH2:9][CH:10]1[CH2:11][CH2:12][NH:13][CH2:14][CH2:15]1. Starting materials: C(C)OC(C(C(=O)O)CCCC1CCCCCC1)=O (cycloheptylpropylmalonic acid ethyl ester), C(C)OC(CCCCC1CCCCCC1)=O (5-cycloheptylvaleric acid ethyl ester), [H-].[Al+3].[Li+].[H-].[H-].[H-] (lithium aluminum hydride). The solvent is O1CCCC1 (tetrahydrofuran). Yields the product C1(CCCCCC1)CCCCCO (5-cycloheptylpentan-1-ol). Reaction SMILES: C([O:3][C:4](=O)[CH:5]([CH2:9][CH2:10][CH2:11][CH:12]1[CH2:18][CH2:17][CH2:16][CH2:15][CH2:14][CH2:13]1)C(O)=O)C.C(OC(=O)CCCCC1CCCCCC1)C.[H-].[Al+3].[Li+].[H-].[H-].[H-]>O1CCCC1>[CH:12]1([CH2:11][CH2:10][CH2:9][CH2:5][CH2:4][OH:3])[CH2:18][CH2:17][CH2:16][CH2:15][CH2:14][CH2:13]1 |f:2.3.4.5.6.7|. Reported procedure: The starting material 5-cycloheptylpentan-1-ol is obtained as follows: cycloheptylpropylmalonic acid ethyl ester is heated to 180° C. for one hour. The resulting 5-cycloheptylvaleric acid ethyl ester [bp 80°-82° C. at 0.008 mm Hg (1.0 Pa)] is reduced with lithium aluminum hydride in tetrahydrofuran to yield 5-cycloheptylpentan-1-ol [bp 92°-94° C. at 0.008 mm Hg (1.0 Pa)].